Dataset: the Open Reaction Database (ORD), a public repository of structured organic reaction records. Task: describe an organic reaction: reactants, conditions, products, and yield The reactants are FC(CI)(F)F (1,1,1-trifluoro-2-iodoethane), CN(C)C=O (DMF), O (Water), CSC=1C(C(=O)[O-])=CC=CC1 (Methylthiosalicylate), [H-].[Na+] (NaH), CN(C)C=O (DMF). Reaction conditions: temperature 0 celsius, time 30 minute. Yields the product COC(C1=C(C=CC=C1)SCC(F)(F)F)=O (Methyl-2-(2,2,2-trifluoroethylthio)benzoate). Reaction SMILES: [CH3:1][S:2][C:3]1[C:4](=[CH:8][CH:9]=[CH:10][CH:11]=1)[C:5]([O-:7])=[O:6].[H-].[Na+].[F:14][C:15]([F:19])([F:18])CI.O.[CH3:21]N(C=O)C>>[CH3:21][O:6][C:5](=[O:7])[C:4]1[CH:8]=[CH:9][CH:10]=[CH:11][C:3]=1[S:2][CH2:1][C:15]([F:19])([F:18])[F:14] |f:1.2|. Procedure: Methylthiosalicylate (5.0 mL, 36 mmol) was added dropwise to a stirred suspension of NaH (60% oil dispersion, 1.43 g, 36 mmol) in dry DMF (30 ml,) at room temperature. The mixture was stirred in the dark under Ar for 30 min and was then cooled to 0° C. and treated with a solution of 1,1,1-trifluoro-2-iodoethane (3.0 mL, 30 mmol) in DMF (10 mL) via cannula. The reaction flask was covered with foil and was allowed to warm to room temperature while stirring overnight. Water was poured into the mixt...